This data is from the Open Reaction Database (ORD), a public repository of structured organic reaction records. The task is: describe an organic reaction: reactants, conditions, products, and yield Starting materials: [H-].[Na+] (sodium hydride), CN(C(N(C)C)=N)C (tetramethylguanidine), C(C)(C)N(CC)C(C)C (diisopropylethylamine), [OH-].[Na+] (sodium hydroxide), C1(=CC=C(C=C1)S(=O)(=O)O)C (p-toluenesulfonic acid), [OH-].[K+] (potassium hydroxide), [O-2].[Ba+2] (barium oxide), [OH-].CC=1C(=C(C([NH3+])(C)C)C=CC1)C (tetramethylbenzyl ammonium hydroxide). Yields the product C(C)(C)C1(C(N=C2N1C(C1=CC=CC=C21)=O)=O)C (3-isopropyl-3-methyl-5H-imidazo[2,1-a]isoindole-2(3H),5-dione). Reaction SMILES: [H-].[Na+].[OH-:3].[K+].[O-2:5].[Ba+2].C(N(C(C)C)CC)(C)C.C[N:17]([CH3:23])C(=N)N(C)C.[OH-].C[C:26]1[C:27]([CH3:36])=[C:28]([CH:33]=[CH:34][CH:35]=1)[C:29](C)(C)[NH3+:30].[C:37]1([CH3:47])[CH:42]=CC(S(O)(=O)=O)=[CH:39][CH:38]=1.[OH-].[Na+]>>[CH:37]([C:38]1([CH3:39])[N:30]2[C:29](=[O:3])[C:28]3[C:27]([C:36]2=[N:17][C:23]1=[O:5])=[CH:26][CH:35]=[CH:34][CH:33]=3)([CH3:47])[CH3:42] |f:0.1,2.3,4.5,8.9,11.12|. Reported procedure: The above procedure is repeated in all respects, excepting that the strong base reagent is altered. In separate experiments, sodium hydride, potassium hydroxide, barium oxide, diisopropylethylamine, 1,5-diazobicyclo[5.4.0]undicene-5, tetramethylguanidine, tetramethylbenzyl ammonium hydroxide, Amberlite A21 (Rohm & Haas) strongly basic ion exchange resin and p-toluenesulfonic acid, are substituted for sodium hydroxide and yield the desired 3-isopropyl-3-methyl-5H-imidazo[2,1-a]isoindole-2(3H),5-d... Starting materials: CN(C)C=O, [Cl-], O=C1CCC(=O)N1Cl, [Li+], Nc1c(Cl)ccc2nc(Cl)sc12. Yields the product Nc1c(Cl)cc(Cl)c2nc(Cl)sc12. RXN SMILES: [CH3:23][N:24]([CH3:25])[CH:26]=[O:27].[Cl-:22].[Cl:13][N:14]1[C:15](=[O:16])[CH2:17][CH2:18][C:19]1=[O:20].[Li+:21].[NH2:1][c:2]1[c:3]([Cl:12])[cH:4][cH:5][c:6]2[n:7][c:8]([Cl:11])[s:9][c:10]12>>[NH2:1][c:2]1[c:3]([Cl:12])[cH:4][c:5]([Cl:13])[c:6]2[n:7][c:8]([Cl:11])[s:9][c:10]12. The product is C(CC)C1=C(C(C2=C(N1)NN=C2)C2=C(C=CC=C2)CCC)C(=O)OCC (Ethyl 4,7-dihydro-6-propyl-4-(2-propylphenyl)-1H-pyrazolo[3,4-b]pyridine-5-carboxylate). Reactants: C(CC)C1=C(C=O)C=CC=C1 (2-propylbenzaldehyde), NC1=NNC=C1 (3-aminopyrazole), O=C(CC(=O)OCC)CCC (ethyl 3-ketohexanoate). As a reaction SMILES: [CH2:1]([C:4]1[CH:11]=[CH:10][CH:9]=[CH:8][C:5]=1[CH:6]=O)[CH2:2][CH3:3].[NH2:12][C:13]1[CH:17]=[CH:16][NH:15][N:14]=1.O=[C:19]([CH2:26][CH2:27][CH3:28])[CH2:20][C:21]([O:23][CH2:24][CH3:25])=[O:22]>>[CH2:26]([C:19]1[NH:12][C:13]2[NH:14][N:15]=[CH:16][C:17]=2[CH:6]([C:5]2[CH:8]=[CH:9][CH:10]=[CH:11][C:4]=2[CH2:1][CH2:2][CH3:3])[C:20]=1[C:21]([O:23][CH2:24][CH3:25])=[O:22])[CH2:27][CH3:28]. Reported procedure: The title compound was prepared from 2-propylbenzaldehyde, 3-aminopyrazole and ethyl 3-ketohexanoate in the same manner as in Example 25. Starting materials: CCO, CC(=O)O, COC(=O)NN=C(C)C, [H][H]. The product is COC(=O)NNC(C)C. RXN SMILES: [CH3:12][CH2:13][OH:14].[CH3:15][C:16](=[O:17])[OH:18].[CH3:1][O:2][C:3](=[O:4])[NH:5][N:6]=[C:7]([CH3:8])[CH3:9].[H:10][H:11]>>[CH3:1][O:2][C:3](=[O:4])[NH:5][NH:6][CH:7]([CH3:8])[CH3:9]. The reactants are EXAMPLE 50A, C(C)(C)(C)P.F[B-](F)(F)F.[H+] (t-butylphosphine tetrafluoroboric acid), C(=O)(OC(C)(C)C)N1CCCC1 (N-BOC-pyrrolidine), C1CCN2C[C@@H]3C[C@H]([C@H]2C1)CN4[C@H]3CCCC4 ((−)-sparteine), C(C)(CC)[Li] (sec-butyl lithium), COC(C)(C)C (tert-butyl methyl ether), [OH-].[NH4+] (ammonium hydroxide). The reagents and catalysts are [Cl-].[Zn+2].[Cl-] (zinc (II) chloride), C(C)(=O)[O-].[Pd+2].C(C)(=O)[O-] (palladium (II) acetate). Conditions: time 3 hour. The product is FC=1C=C(C=CC1C(=O)OC)[C@@H]1N(CCC1)C(=O)OC(C)(C)C ((R)-tert-butyl 2-(3-fluoro-4-(methoxycarbonyl)phenyl)pyrrolidine-1-carboxylate). Reaction SMILES: [C:1](N1CCCC1)([O:3][C:4]([CH3:7])([CH3:6])[CH3:5])=[O:2].C1[CH2:22][C@H:21]2N(C[C@H:18]3[C@@H:25]4[CH2:26][CH2:27][CH2:28][CH2:29]N4[CH2:23][C@@H:20]2[CH2:19]3)CC1.C([Li])(CC)C.C(P)(C)(C)C.[F:40][B-](F)(F)F.[H+].[OH-:46].[NH4+:47].C[O:49][C:50](C)(C)C>[Cl-].[Zn+2].[Cl-].C([O-])(=O)C.[Pd+2].C([O-])(=O)C>[F:40][C:21]1[CH:22]=[C:25]([C@H:26]2[CH2:27][CH2:28][CH2:29][N:47]2[C:1]([O:3][C:4]([CH3:5])([CH3:6])[CH3:7])=[O:2])[CH:18]=[CH:19][C:20]=1[C:23]([O:49][CH3:50])=[O:46] |f:3.4.5,6.7,9.10.11,12.13.14|. Reported procedure: To a solution of N-BOC-pyrrolidine (3.0 mL, 17.1 mmol) and (−)-sparteine (3.9 mL, 17.1 mmol) in tert-butyl methyl ether (36 mL) at −78° C. was added sec-butyl lithium (1.4 M solution in cyclohexane, 12.21 mL, 17.1 mmol) and the mixture stirred at <−70° C. for 3 hours. A solution of zinc (II) chloride (1M solution in diethyl ether, 10.2 mL, 10.2 mmol) was added, the mixture stirred at −78° C. for 30 minutes and then warmed to ambient temperature. The mixture was stirred for 30 minutes and EXAMPLE... Starting materials: CC(C)(C)OC(CCC1=NC2=CC=C(C=C2C=C1)OC)=O (6-methoxy-2-quinolinepropanoic acid 1,1-dimethylethyl ester), [OH-].[NH4+] (ammonium hydroxide). The solvent is Br (hydrobromic acid). Yields the product C(C)OC(CCC1=NC2=CC=C(C=C2C=C1)O)=O (6-Hydroxy-2-quinolinepropanoic Acid Ethyl Ester). Isolated yield 75.5%. Reaction SMILES: [CH3:1][C:2]([O:5][C:6](=[O:21])[CH2:7][CH2:8][C:9]1[CH:18]=[CH:17][C:16]2[C:11](=[CH:12][CH:13]=[C:14]([O:19]C)[CH:15]=2)[N:10]=1)(C)C.[OH-].[NH4+]>Br>[CH2:2]([O:5][C:6](=[O:21])[CH2:7][CH2:8][C:9]1[CH:18]=[CH:17][C:16]2[C:11](=[CH:12][CH:13]=[C:14]([OH:19])[CH:15]=2)[N:10]=1)[CH3:1] |f:1.2|. Procedure details: A mixture of 1.25 g (4.42 mmol) of 6-methoxy-2-quinolinepropanoic acid 1,1-dimethylethyl ester from the preceding example, and 10 mL of 48% hydrobromic acid solution was heated at reflux for 23 hr then poured onto crushed ice. Concentrated ammonium hydroxide solution was added slowly until the solution became neutral at which point it was concentrated to dryness under reduced pressure. To the residue was added 500 mL of ethanol followed by 20 mL of acetyl chloride and the resulting mixture was s... Starting materials: CC1(NC(CCC1)(C)C)C (2,2,6,6-tetramethylpiperidine), C(CCC)[Li] (n-butyllithium), C(C)(C)(C)OC(=O)N1C=CC=2C(=CC=CC12)C(=O)OCC1=CC=CC=C1 (benzyl 1-tert-butoxycarbonylindole-4-carboxylate), ClC(=O)OCC (ethyl chloroformate). The solvent is O1CCCC1 (tetrahydrofuran), O1CCCC1 (tetrahydrofuran), O1CCCC1 (tetrahydrofuran). Run at temperature 0 celsius, time 30 minute. Product: C(C)(C)(C)OC(=O)N1C(=CC=2C(=CC=CC12)C(=O)OCC1=CC=CC=C1)C(=O)OCC (benzyl 1-tert-butoxycarbonyl-2-ethoxycarbonylindole-4-carboxylate). Yield: 16.6%. As a reaction SMILES: CC1(C)CCCC(C)(C)N1.C([Li])CCC.[C:16]([O:20][C:21]([N:23]1[C:31]2[CH:30]=[CH:29][CH:28]=[C:27]([C:32]([O:34][CH2:35][C:36]3[CH:41]=[CH:40][CH:39]=[CH:38][CH:37]=3)=[O:33])[C:26]=2[CH:25]=[CH:24]1)=[O:22])([CH3:19])([CH3:18])[CH3:17].Cl[C:43]([O:45][CH2:46][CH3:47])=[O:44]>O1CCCC1>[C:16]([O:20][C:21]([N:23]1[C:31]2[CH:30]=[CH:29][CH:28]=[C:27]([C:32]([O:34][CH2:35][C:36]3[CH:41]=[CH:40][CH:39]=[CH:38][CH:37]=3)=[O:33])[C:26]=2[CH:25]=[C:24]1[C:43]([O:45][CH2:46][CH3:47])=[O:44])=[O:22])([CH3:19])([CH3:17])[CH3:18]. Procedure: To a solution of 2,2,6,6-tetramethylpiperidine (322 mg) in tetrahydrofuran (5.0 ml) was added dropwise a solution of n-butyllithium (1.6M n-hexane solution 1.3 ml) at −70˜−60° C. and the solution was stirred at 0° C. for 30 minutes. A solution of benzyl 1-tert-butoxycarbonylindole-4-carboxylate (500 mg) in tetrahydrofuran (2.5 ml) was added dropwise to the above solution at −70˜−60° C. and the mixture was stirred at −70° C. for 30 minutes. To the mixture was added a solution of ethyl chloroforma... Starting materials: C[SiH](C)OC(COc1cccc([N+](=O)[O-])c1)C(C)(C)C, CCO, [Pd]. Yields the product C[SiH](C)OC(COc1cccc(N)c1)C(C)(C)C. As a reaction SMILES: [C:1]([CH3:2])([CH3:3])([CH3:4])[CH:5]([CH2:6][O:7][c:8]1[cH:9][c:10]([N+:14]([O-:15])=[O:16])[cH:11][cH:12][cH:13]1)[O:17][SiH:18]([CH3:19])[CH3:20].[CH3:21][CH2:22][OH:23].[Pd:24]>>[C:1]([CH3:2])([CH3:3])([CH3:4])[CH:5]([CH2:6][O:7][c:8]1[cH:9][c:10]([NH2:14])[cH:11][cH:12][cH:13]1)[O:17][SiH:18]([CH3:19])[CH3:20].